The task is: describe an organic reaction: reactants, conditions, products, and yield. This data is from the Open Reaction Database (ORD), a public repository of structured organic reaction records. Reactants: C(CCC)C=1N(C(=C(N1)C)C=O)C1=C(C=CC=C1F)Cl (2-n-Butyl-1-(2-chloro-6-fluorophenyl)-methyl-1H-imidazole-5-carboxaldehyde), trimethyl 3-(2-thienyl)-2-phosphonopropionate, [H-].[Na+] (sodium hydride), C(OC)COC (glyme), ( Z )-isomer, C(CCC)C=1N(C(=CN1)/C=C(/C(=O)OC)\CC=1SC=CC1)CC1=C(C=CC=C1F)Cl (methyl (E)-[2-n-butyl-1-{(2-chloro-6-fluorophenyl)methyl}-1H-imidazol-5-yl]-2-(2-thienyl)methyl-2-propenoate), C(CCC)C=1N(C(=CN1)/C(=C(\C(=O)O)/C=1SC=CC1)/C)CC1=C(C=CC=C1F)Cl ((E)-3-[2-n-Butyl-1-{(2-chloro-6-fluoro-phenyl)methyl}-1H-imidazol-5-yl]-2-(2-thienyl)-methyl-2-propenoic Acid). The solvent is C(C)(=O)OCC (ethyl acetate), CCCCCC (hexane). Yields the product C(CCC)C=1N(C(=CN1)/C=C(/C(=O)O)\CC=1SC=CC1)CC1=C(C=CC=C1F)Cl ((E)-3-[2-n-butyl-1-{(2-chloro-6-fluorophenyl)methyl}-1H-imidazol-5-yl]-2-(2-thienyl)methyl-2-propenoic acid). As a reaction SMILES: C(C1N(C2C(F)=CC=CC=2Cl)C(C=O)=C(C)N=1)CCC.[H-].[Na+].C(COC)OC.C(C1N(CC2C(F)=CC=CC=2Cl)C(/C(/C)=C(/C2SC=CC=2)\C(O)=O)=CN=1)CCC.[CH2:58]([C:62]1[N:63]([CH2:79][C:80]2[C:85]([F:86])=[CH:84][CH:83]=[CH:82][C:81]=2[Cl:87])[C:64](/[CH:67]=[C:68](\[CH2:73][C:74]2[S:75][CH:76]=[CH:77][CH:78]=2)/[C:69]([O:71]C)=[O:70])=[CH:65][N:66]=1)[CH2:59][CH2:60][CH3:61]>C(OCC)(=O)C.CCCCCC>[CH2:58]([C:62]1[N:63]([CH2:79][C:80]2[C:85]([F:86])=[CH:84][CH:83]=[CH:82][C:81]=2[Cl:87])[C:64](/[CH:67]=[C:68](\[CH2:73][C:74]2[S:75][CH:76]=[CH:77][CH:78]=2)/[C:69]([OH:71])=[O:70])=[CH:65][N:66]=1)[CH2:59][CH2:60][CH3:61] |f:1.2|. Procedure details: The procedure of Example 1, Method A is used. 2-n-Butyl-1-(2-chloro-6-fluorophenyl)-methyl-1H-imidazole-5-carboxaldehyde, trimethyl 3-(2-thienyl)-2-phosphonopropionate, sodium hydride and glyme are held at 60° C. for 1 hour to give, after chromatography over silica gel with 50% of hexane in ethyl acetate, methyl (E)-[2-n-butyl-1-{(2-chloro-6-fluorophenyl)methyl}-1H-imidazol-5-yl]-2-(2-thienyl)methyl-2-propenoate and corresponding cis or (Z)-isomer. The (E)-isomer is hydrolyzed to afford (E)-3-[2... Starting materials: BrC1=C(C(=O)O)C=C(C=C1)OC (2-bromo-5-methoxybenzoic acid), C(CCC)[Li] (n-butyllithium), COC=1C=C(C(=O)N(C)OC)C=C(C1)OC (3,5-dimethoxy-N-methoxy-N-methylbenzamide). Product: COC=1C=C(C(=O)C2=C(C(=O)O)C=C(C=C2)OC)C=C(C1)OC (2-(3,5-dimethoxybenzoyl)-5-methoxybenzoic acid). RXN SMILES: Br[C:2]1[CH:10]=[CH:9][C:8]([O:11][CH3:12])=[CH:7][C:3]=1[C:4]([OH:6])=[O:5].C([Li])CCC.[CH3:18][O:19][C:20]1[CH:21]=[C:22]([CH:29]=[C:30]([O:32][CH3:33])[CH:31]=1)[C:23](N(OC)C)=[O:24]>>[CH3:33][O:32][C:30]1[CH:29]=[C:22]([CH:21]=[C:20]([O:19][CH3:18])[CH:31]=1)[C:23]([C:2]1[CH:10]=[CH:9][C:8]([O:11][CH3:12])=[CH:7][C:3]=1[C:4]([OH:6])=[O:5])=[O:24]. Procedure details: This compound is synthesized according to the method described in 3.2. by reacting 2-bromo-5-methoxybenzoic acid pretreated with n-butyllithium with 3,5-dimethoxy-N-methoxy-N-methylbenzamide. It is crystallized from diisopropyl ether. Starting materials: CS(=O)(=O)OC1=C(C=C(C=C1)C(N)=N)OC (4-amidino-2-methoxyphenol methanesulfonate), N1=CC=CC=C1 (pyridine), Cl.N(C(=N)N)CCCCCC(=O)O (6-guanidinocaproic acid hydrochloride), C1CCC(CC1)N=C=NC2CCCCC2 (DCC). The solvent is CC(=O)C (acetone), C(C)OCC (ethyl ether), CN(C)C=O (DMF), O (water). Run at time 1 hour. Yields the product Cl.CS(=O)(=O)O.N(C(=N)N)CCCCCC(=O)OC1=C(C=C(C=C1)C(N)=N)OC (4-amidino-2-methoxyphenyl 6-guanidinocaproate methanesulfonate hydrochloride). Isolated yield 77.0%. As a reaction SMILES: N1C=CC=CC=1.[ClH:7].[NH:8]([CH2:12][CH2:13][CH2:14][CH2:15][CH2:16][C:17]([OH:19])=[O:18])[C:9]([NH2:11])=[NH:10].C1CCC(N=C=NC2CCCCC2)CC1.[CH3:35][S:36]([O:39][C:40]1[CH:45]=[CH:44][C:43]([C:46](=[NH:48])[NH2:47])=[CH:42][C:41]=1[O:49][CH3:50])(=[O:38])=[O:37]>CN(C=O)C.O.CC(C)=O.C(OCC)C>[ClH:7].[CH3:35][S:36]([OH:39])(=[O:38])=[O:37].[NH:8]([CH2:12][CH2:13][CH2:14][CH2:15][CH2:16][C:17]([O:19][C:40]1[CH:45]=[CH:44][C:43]([C:46](=[NH:47])[NH2:48])=[CH:42][C:41]=1[O:49][CH3:50])=[O:18])[C:9]([NH2:11])=[NH:10] |f:1.2,9.10.11|. Reported procedure: To 40 ml of anhydrous pyridine, was added 2.1 g of 6-guanidinocaproic acid hydrochloride. To the mixture, while being cooled in ice, was added 2.5 g of DCC. The mixture was stirred for one hour, admixed with 2.6 g of 4-amidino-2-methoxyphenol methanesulfonate, and further stirred overnight at room temperature. After addition of ethyl ether to the reaction mixture, the supernatant was removed to obtain an oily substance as the residue. The oily substance was dissolved in DMF, then freed from inso... The reactants are C(C1=CC=CC=C1)(=O)SCC(C(=O)N1C(CC2=CC(=CC=C12)OC)C(=O)O)C (1-[3-(Benzoylthio)-2-methyl-1-oxopropyl]-5-methoxy-2,3-dihydro-1H-indole-2-carboxylic acid), N (ammonia). Yields the product SCC(C(=O)N1C(CC2=CC(=CC=C12)OC)C(=O)O)C (2,3-Dihydro-1-(3-mercapto-2-methyl-1-oxopropyl)-5-methoxy-1H-indole-2-carboxylic acid). As a reaction SMILES: C([S:9][CH2:10][CH:11]([CH3:28])[C:12]([N:14]1[C:22]2[C:17](=[CH:18][C:19]([O:23][CH3:24])=[CH:20][CH:21]=2)[CH2:16][CH:15]1[C:25]([OH:27])=[O:26])=[O:13])(=O)C1C=CC=CC=1.N>>[SH:9][CH2:10][CH:11]([CH3:28])[C:12]([N:14]1[C:22]2[C:17](=[CH:18][C:19]([O:23][CH3:24])=[CH:20][CH:21]=2)[CH2:16][CH:15]1[C:25]([OH:27])=[O:26])=[O:13]. Procedure: The title compound was prepared from 1-[3-(benzoylthio)-2-methyl-1-oxopropyl]-5-methoxy-2,3-dihydro-1H-indole-2-carboxylic acid of Example 26 by treatment with methanolic ammonia as described in Example 5. Reactants: CC1=C(C=C(C=C1)NC(C1=CC(=CC=C1)N1CCOCC1)=O)NC(C1=CC(=CC=C1)NS(=O)(=O)C)=O (N-[2-methyl-5-(3-morpholinobenzamido)phenyl]-3-methanesulphonylaminobenzamide), C(C)I (ethyl iodide). Product: CC1=C(C=C(C=C1)NC(C1=CC(=CC=C1)N1CCOCC1)=O)NC(C1=CC(=CC=C1)N(CC)S(=O)(=O)C)=O (N-[2-methyl-5-(3-morpholinobenzamido)phenyl]-3-(N-ethylmethanesulphonylamino)benzamide). Isolated yield 64.0%. As a reaction SMILES: [CH3:1][C:2]1[CH:7]=[CH:6][C:5]([NH:8][C:9](=[O:22])[C:10]2[CH:15]=[CH:14][CH:13]=[C:12]([N:16]3[CH2:21][CH2:20][O:19][CH2:18][CH2:17]3)[CH:11]=2)=[CH:4][C:3]=1[NH:23][C:24](=[O:36])[C:25]1[CH:30]=[CH:29][CH:28]=[C:27]([NH:31][S:32]([CH3:35])(=[O:34])=[O:33])[CH:26]=1.[CH2:37](I)[CH3:38]>>[CH3:1][C:2]1[CH:7]=[CH:6][C:5]([NH:8][C:9](=[O:22])[C:10]2[CH:15]=[CH:14][CH:13]=[C:12]([N:16]3[CH2:17][CH2:18][O:19][CH2:20][CH2:21]3)[CH:11]=2)=[CH:4][C:3]=1[NH:23][C:24](=[O:36])[C:25]1[CH:30]=[CH:29][CH:28]=[C:27]([N:31]([S:32]([CH3:35])(=[O:33])=[O:34])[CH2:37][CH3:38])[CH:26]=1. Procedure details: Using an analogous procedure to that described in Example 61, N-[2-methyl-5-(3-morpholinobenzamido)phenyl]-3-methanesulphonylaminobenzamide was reacted with ethyl iodide to give the title compound in 64% yield; m.p. 192-193° C.; NMR Spectrum: (DMSOd6) 1.05 (t, 3H), 2.21 (s, 3H), 3.16 (t, 4H), 3.73 (m, 6H), 7.13 (m, 1H), 7.23 (d, 1H), 7.36 (m, 2H), 7.43 (d, 1H), 7.58 (m, 3H), 7.81 (d, 1H), 7.95 (m, 2H), 7.99 (d, 1H), 10.0 (s, 1H), 10.12 (s, 1H); Mass Spectrum: M+H+ 537. The reactants are C(C)(C)(C)OC(=O)N(C1=NC=CC2=CC(=CC=C12)NC(C(=O)O)C1=CC=C(C=C1)CCN(C(=O)NC1=CC(=C(C=C1)S(=O)(=O)CC)C#N)C)C(=O)OC(C)(C)C (2-(1-(bis(tert-butoxycarbonyl)amino)isoquinolin-6-ylamino)-2-(4-(2-(3-(3-cyano-4-(ethylsulfonyl)phenyl)-1-methylureido)ethyl)phenyl)acetic acid). Reagents/catalysts: [Ni] (Ni). The solvent is CO (MeOH). The product is NCC=1C=C(C=CC1S(=O)(=O)CC)NC(N(C)CCC1=CC=C(C=C1)C(C(=O)O)NC=1C=C2C=CN=C(C2=CC1)N(C(=O)OC(C)(C)C)C(=O)OC(C)(C)C)=O (2-(4-(2-(3-(3-(aminomethyl)-4-(ethylsulfonyl)phenyl)-1-methylureido)ethyl)phenyl)-2-(1-(bis(tert-butoxycarbonyl)amino)isoquinolin-6-ylamino)acetic acid). Yield: 72.9%. Reaction SMILES: [C:1]([O:5][C:6]([N:8]([C:50]([O:52][C:53]([CH3:56])([CH3:55])[CH3:54])=[O:51])[C:9]1[C:18]2[C:13](=[CH:14][C:15]([NH:19][CH:20]([C:24]3[CH:29]=[CH:28][C:27]([CH2:30][CH2:31][N:32]([CH3:49])[C:33]([NH:35][C:36]4[CH:41]=[CH:40][C:39]([S:42]([CH2:45][CH3:46])(=[O:44])=[O:43])=[C:38]([C:47]#[N:48])[CH:37]=4)=[O:34])=[CH:26][CH:25]=3)[C:21]([OH:23])=[O:22])=[CH:16][CH:17]=2)[CH:12]=[CH:11][N:10]=1)=[O:7])([CH3:4])([CH3:3])[CH3:2]>CO.[Ni]>[NH2:48][CH2:47][C:38]1[CH:37]=[C:36]([NH:35][C:33](=[O:34])[N:32]([CH2:31][CH2:30][C:27]2[CH:28]=[CH:29][C:24]([CH:20]([NH:19][C:15]3[CH:14]=[C:13]4[C:18](=[CH:17][CH:16]=3)[C:9]([N:8]([C:6]([O:5][C:1]([CH3:4])([CH3:3])[CH3:2])=[O:7])[C:50]([O:52][C:53]([CH3:54])([CH3:55])[CH3:56])=[O:51])=[N:10][CH:11]=[CH:12]4)[C:21]([OH:23])=[O:22])=[CH:25][CH:26]=2)[CH3:49])[CH:41]=[CH:40][C:39]=1[S:42]([CH2:45][CH3:46])(=[O:44])=[O:43]. Procedure details: A solution of 25D (460 mg, 0.59 mmol) in MeOH (50 mL) with catalytic Raney Ni was stirred under an atmosphere of H2 (70 psi) for 20 h. The reaction mixture was filtered through Celite and concentrated to give 25E (340 mg, 73%) as a yellow oil. MS (ESI) m/z 790.95 (M+H)+. Reactants: [Al+3], CCC(CC)=C(CC)CC, C[SiH](C)Cl, CCCCC, [Cl-], [Cl-], [Cl-]. The product is CCC(CC)C(CC)(CC)[Si](C)(C)Cl. As a reaction SMILES: [Al+3:16].[CH2:1]([CH3:2])[C:3](=[C:4]([CH2:5][CH3:6])[CH2:7][CH3:8])[CH2:9][CH3:10].[CH3:11][SiH:12]([Cl:13])[CH3:14].[CH3:19][CH2:20][CH2:21][CH2:22][CH3:23].[Cl-:15].[Cl-:17].[Cl-:18]>>[CH2:1]([CH3:2])[C:3]([CH:4]([CH2:5][CH3:6])[CH2:7][CH3:8])([CH2:9][CH3:10])[Si:12]([CH3:11])([Cl:13])[CH3:14].